From a dataset of the Open Reaction Database (ORD), a public repository of structured organic reaction records. describe an organic reaction: reactants, conditions, products, and yield The reactants are C(C1=CC=CC=C1)OC(N(C)CC(NCC1=CC=CC2=CC(=CC=C12)S(=O)(=O)C1=CC=CC=C1)=O)=O ({[(6-Benzenesulfonyl-naphthalen-1-ylmethyl)-carbamoyl]-methyl}-methyl-carbamic acid benzyl ester). The reagents and catalysts are [Pd] (palladium on carbon). The solvent is CO (methanol), C(=O)O (formic acid). The product is C1(=CC=CC=C1)S(=O)(=O)C=1C=C2C=CC=C(C2=CC1)CNC(CNC)=O (N-(6-benzenesulfonyl-naphthalen-1-ylmethyl)-2-methylamino-acetamide). As a reaction SMILES: C(O[C:9](=O)[N:10]([CH2:12][C:13](=[O:35])[NH:14][CH2:15][C:16]1[C:25]2[C:20](=[CH:21][C:22]([S:26]([C:29]3[CH:34]=[CH:33][CH:32]=[CH:31][CH:30]=3)(=[O:28])=[O:27])=[CH:23][CH:24]=2)[CH:19]=[CH:18][CH:17]=1)C)C1C=CC=CC=1>CO.C(O)=O.[Pd]>[C:29]1([S:26]([C:22]2[CH:21]=[C:20]3[C:25](=[CH:24][CH:23]=2)[C:16]([CH2:15][NH:14][C:13](=[O:35])[CH2:12][NH:10][CH3:9])=[CH:17][CH:18]=[CH:19]3)(=[O:28])=[O:27])[CH:30]=[CH:31][CH:32]=[CH:33][CH:34]=1. Reported procedure: To a stirring solution of {[(6-Benzenesulfonyl-naphthalen-1-ylmethyl)-carbamoyl]-methyl}-methyl-carbamic acid benzyl ester in methanol and formic acid at room temperature is added palladium on carbon. The mixture is stirred at room temperature, filtered thru Celite, and the filtrate is concentrated to give N-(6-benzenesulfonyl-naphthalen-1-ylmethyl)-2-methylamino-acetamide. The reactants are NC1=NC(=C(C(=N1)S(=O)C)C#N)N1N=CC=C1 (2-amino-4-methanesulfinyl-6-pyrazol-1-yl-pyrimidine-5-carbonitrile), CC1=C(CN)C=CC=C1 (2-methyl-benzylamine), C1CCC2=NCCCN2CC1 (DBU). Run in COCCOC (DME). Yields the product NC1=NC(=C(C(=N1)NCC1=C(C=CC=C1)C)C#N)N1N=CC=C1 (2-Amino-4-(2-methyl-benzylamino)-6-pyrazol-1-yl-pyrimidine-5-carbonitrile). Reaction SMILES: [NH2:1][C:2]1[N:7]=[C:6](S(C)=O)[C:5]([C:11]#[N:12])=[C:4]([N:13]2[CH:17]=[CH:16][CH:15]=[N:14]2)[N:3]=1.[CH3:18][C:19]1[CH:26]=[CH:25][CH:24]=[CH:23][C:20]=1[CH2:21][NH2:22].C1CCN2C(=NCCC2)CC1>COCCOC>[NH2:1][C:2]1[N:7]=[C:6]([NH:22][CH2:21][C:20]2[CH:23]=[CH:24][CH:25]=[CH:26][C:19]=2[CH3:18])[C:5]([C:11]#[N:12])=[C:4]([N:13]2[CH:17]=[CH:16][CH:15]=[N:14]2)[N:3]=1. Procedure: From 2-amino-4-methanesulfinyl-6-pyrazol-1-yl-pyrimidine-5-carbonitrile, 2-methyl-benzylamine and DBU in DME. ES-MS m/e (%): 328 (M+Na+, 35), 306 (M+H+, 100). Reactants: ClC1=NC=CC2=C1CN(C2=O)C(C)C2=CC(=C(C=C2)OCC(F)(F)F)Cl (4-chloro-2-(1-(3-chloro-4-(2,2,2-trifluoroethoxy)phenyl)ethyl)-2,3-dihydro-1H-pyrrolo[3,4-c]pyridin-1-one), C(=O)OC1=CC=CC=C1 (phenyl formate). Product: ClC=1C=C(C=CC1OCC(F)(F)F)C(C)N1CC=2C(=NC=CC2C1=O)C(=O)OC1=CC=CC=C1 (phenyl 2-(1-(3-chloro-4-(2,2,2-trifluoroethoxy)phenyl)ethyl)-1-oxo-2,3-dihydro-1H-pyrrolo[3,4-c]pyridine-4-carboxylate). Isolated yield 59.0%. Reaction SMILES: Cl[C:2]1[C:7]2[CH2:8][N:9]([CH:12]([C:14]3[CH:19]=[CH:18][C:17]([O:20][CH2:21][C:22]([F:25])([F:24])[F:23])=[C:16]([Cl:26])[CH:15]=3)[CH3:13])[C:10](=[O:11])[C:6]=2[CH:5]=[CH:4][N:3]=1.[CH:27]([O:29][C:30]1[CH:35]=[CH:34][CH:33]=[CH:32][CH:31]=1)=[O:28]>>[Cl:26][C:16]1[CH:15]=[C:14]([CH:12]([N:9]2[C:10](=[O:11])[C:6]3[CH:5]=[CH:4][N:3]=[C:2]([C:27]([O:29][C:30]4[CH:35]=[CH:34][CH:33]=[CH:32][CH:31]=4)=[O:28])[C:7]=3[CH2:8]2)[CH3:13])[CH:19]=[CH:18][C:17]=1[O:20][CH2:21][C:22]([F:25])([F:24])[F:23]. Procedure details: The title compound is prepared in 59% yield (50 mg, yellow oil) from 4-chloro-2-(1-(3-chloro-4-(2,2,2-trifluoroethoxy)phenyl)ethyl)-2,3-dihydro-1H-pyrrolo[3,4-c]pyridin-1-one (70 mg, 0.17 mmol, Intermediate-29, single enantiomer) and phenyl formate (42 mg, 0.35 mmol) in a similar manner to Intermediate-91. Reactants: CC(C)(C)c1ccc(OB([O-])[O-])cc1, COC(=O)C1=Cc2cc(Br)ccc2S(=O)(=O)CC1, O=C([O-])[O-], CCO, [K+], [K+], O, Cc1ccccc1. Yields the product COC(=O)C1=Cc2cc(-c3ccc(C(C)(C)C)cc3)ccc2S(=O)(=O)CC1. Reaction SMILES: [B:19]([O-:20])([O-:31])[O:32][c:21]1[cH:22][cH:23][c:24]([C:27]([CH3:28])([CH3:29])[CH3:30])[cH:25][cH:26]1.[Br:1][c:2]1[cH:3][cH:4][c:5]2[c:6]([cH:18]1)[CH:7]=[C:8]([C:14](=[O:15])[O:16][CH3:17])[CH2:9][CH2:10][S:11]2(=[O:12])=[O:13].[C:33](=[O:34])([O-:35])[O-:36].[CH2:40]([OH:41])[CH3:42].[K+:37].[K+:38].[OH2:39].[c:43]1([CH3:44])[cH:45][cH:46][cH:47][cH:48][cH:49]1>>[c:2]1(-[c:21]2[cH:22][cH:23][c:24]([C:27]([CH3:28])([CH3:29])[CH3:30])[cH:25][cH:26]2)[cH:3][cH:4][c:5]2[c:6]([cH:18]1)[CH:7]=[C:8]([C:14](=[O:15])[O:16][CH3:17])[CH2:9][CH2:10][S:11]2(=[O:12])=[O:13].